Dataset: the Open Reaction Database (ORD), a public repository of structured organic reaction records. Task: describe an organic reaction: reactants, conditions, products, and yield Product: O=Cc1ccc(-c2ccc(CN3CCN(C4CCC4)CC3)nc2)cc1. Starting materials: C1CCOC1, CC(C)C[AlH]CC(C)C, N#Cc1ccc(-c2ccc(CN3CCN(C4CCC4)CC3)nc2)cc1, ClCCl. RXN SMILES: [CH2:35]1[CH2:38][CH2:37][CH2:36][O:39]1.[CH3:26][CH:27]([CH2:28][AlH:29][CH2:30][CH:31]([CH3:32])[CH3:33])[CH3:34].[CH:1]1([N:5]2[CH2:6][CH2:7][N:8]([CH2:11][c:12]3[cH:13][cH:14][c:15](-[c:18]4[cH:19][cH:20][c:21]([C:22]#[N:23])[cH:24][cH:25]4)[cH:16][n:17]3)[CH2:9][CH2:10]2)[CH2:2][CH2:3][CH2:4]1.[Cl:40][CH2:41][Cl:42]>>[CH:1]1([N:5]2[CH2:6][CH2:7][N:8]([CH2:11][c:12]3[cH:13][cH:14][c:15](-[c:18]4[cH:19][cH:20][c:21]([CH:22]=[O:39])[cH:24][cH:25]4)[cH:16][n:17]3)[CH2:9][CH2:10]2)[CH2:2][CH2:3][CH2:4]1.